Dataset: the Open Reaction Database (ORD), a public repository of structured organic reaction records. Task: describe an organic reaction: reactants, conditions, products, and yield The reactants are ClN1SC(=CN1)C=1N(C(=CN1)[N+](=O)[O-])C (2-(2-chloro-5-thiadiazolyl)-1-methyl-5-nitroimidazole), C1(CCCCC1)N (cyclohexylamine), chloro. Solvent: O1CCOCC1 (dioxane). Product: C1(CCCCC1)NN1SC(=CN1)C=1N(C(=CN1)[N+](=O)[O-])C (2-(2-Cyclohexylamino-5-thiadiazolyl)-1-methyl-5nitroimidazole). Reaction SMILES: Cl[N:2]1[NH:6][CH:5]=[C:4]([C:7]2[N:8]([CH3:15])[C:9]([N+:12]([O-:14])=[O:13])=[CH:10][N:11]=2)[S:3]1.[CH:16]1([NH2:22])[CH2:21][CH2:20][CH2:19][CH2:18][CH2:17]1>O1CCOCC1>[CH:16]1([NH:22][N:2]2[NH:6][CH:5]=[C:4]([C:7]3[N:8]([CH3:15])[C:9]([N+:12]([O-:14])=[O:13])=[CH:10][N:11]=3)[S:3]2)[CH2:21][CH2:20][CH2:19][CH2:18][CH2:17]1. Reported procedure: A mixture of 5.0 g. of 2-(2-chloro-5-thiadiazolyl)-1-methyl-5-nitroimidazole, 6.0 g. of cyclohexylamine and 125 ml. of dioxane is stirred at reflux until thin-layer chromatographic analysis indicates that the chloro intermediate is completely utilized. The dioxane is removed under reduced pressure and the residue triturated with aqueous sodium bicarbonate solution. Recrystallization from a mixture of ethylacetate and acetone yields the pure compound melting at 215°-217° C. Starting materials: O=C([O-])[O-], Cc1ccc(N=CN2CCNC2=N[N+](=O)[O-])cc1C, CS(C)=O, CCOC(C)=O, ClCc1ccc(Cl)nc1, [K+], [K+], O. Product: Cc1ccc(N=CN2CCN(Cc3ccc(Cl)nc3)C2=N[N+](=O)[O-])cc1C. RXN SMILES: [C:29](=[O:30])([O-:31])[O-:32].[CH3:1][c:2]1[cH:3][c:4]([N:9]=[CH:10][N:11]2[C:12](=[N:16][N+:17](=[O:18])[O-:19])[NH:13][CH2:14][CH2:15]2)[cH:5][cH:6][c:7]1[CH3:8].[CH3:35][S:36]([CH3:37])=[O:38].[CH3:39][CH2:40][O:41][C:42](=[O:43])[CH3:44].[Cl:20][c:21]1[n:22][cH:23][c:24]([CH2:27][Cl:28])[cH:25][cH:26]1.[K+:33].[K+:34].[OH2:45]>>[CH3:1][c:2]1[cH:3][c:4]([N:9]=[CH:10][N:11]2[C:12](=[N:16][N+:17](=[O:18])[O-:19])[N:13]([CH2:27][c:24]3[cH:23][n:22][c:21]([Cl:20])[cH:26][cH:25]3)[CH2:14][CH2:15]2)[cH:5][cH:6][c:7]1[CH3:8].